From a dataset of the Open Reaction Database (ORD), a public repository of structured organic reaction records. describe an organic reaction: reactants, conditions, products, and yield Starting materials: BrCC1OCCO1, O=c1ccc2ncc(Br)cc2[nH]1, CCOC(C)=O, CN(C)C=O, Cl, [H-], [Na+]. Product: O=c1ccc2ncc(Br)cc2n1CC1OCCO1. As a reaction SMILES: [Br:15][CH2:16][CH:17]1[O:18][CH2:19][CH2:20][O:21]1.[Br:1][c:2]1[cH:3][n:4][c:5]2[cH:6][cH:7][c:8](=[O:12])[nH:9][c:10]2[cH:11]1.[CH3:23][CH2:24][O:25][C:26](=[O:27])[CH3:28].[CH3:29][N:30]([CH3:31])[CH:32]=[O:33].[ClH:22].[H-:13].[Na+:14]>>[Br:1][c:2]1[cH:3][n:4][c:5]2[cH:6][cH:7][c:8](=[O:12])[n:9]([CH2:16][CH:17]3[O:18][CH2:19][CH2:20][O:21]3)[c:10]2[cH:11]1.